This data is from the Open Reaction Database (ORD), a public repository of structured organic reaction records. The task is: describe an organic reaction: reactants, conditions, products, and yield Starting materials: C(C)(C)(C)C1=CC=C(C=C1)S(=O)(=O)NC1=NC(=NC(=C1OC1=C(C=CC=C1)OC)Cl)C (p-tert-butyl-N-[6-chloro-5-(o-methoxyphenoxy)-2-methyl-4-pyrimidinyl]benzenesulfonamide), [Na] (monosodium), C(CCCO)O (1,4-butanediol). Product: C(C)(C)(C)C1=CC=C(C=C1)S(=O)(=O)NC1=NC(=NC(=C1OC1=C(C=CC=C1)OC)OCCCCO)C (p-tert-butyl-N-[6-(4-hydroxybutoxy)-5-(o-methoxyphenoxy)-2-methyl-4-pyrimidinyl]benzenesulfonamide). Reported procedure: By reacting p-tert-butyl-N-[6-chloro-5-(o-methoxyphenoxy)-2-methyl-4-pyrimidinyl]benzenesulfonamide with the monosodium salt of 1,4-butanediol, there was obtained p-tert-butyl-N-[6-(4-hydroxybutoxy)-5-(o-methoxyphenoxy)-2-methyl-4-pyrimidinyl]benzenesulfonamide as a white foam. Reaction SMILES: [C:1]([C:5]1[CH:10]=[CH:9][C:8]([S:11]([NH:14][C:15]2[C:20]([O:21][C:22]3[CH:27]=[CH:26][CH:25]=[CH:24][C:23]=3[O:28][CH3:29])=[C:19](Cl)[N:18]=[C:17]([CH3:31])[N:16]=2)(=[O:13])=[O:12])=[CH:7][CH:6]=1)([CH3:4])([CH3:3])[CH3:2].[Na].[CH2:33]([OH:38])[CH2:34][CH2:35][CH2:36][OH:37]>>[C:1]([C:5]1[CH:10]=[CH:9][C:8]([S:11]([NH:14][C:15]2[C:20]([O:21][C:22]3[CH:27]=[CH:26][CH:25]=[CH:24][C:23]=3[O:28][CH3:29])=[C:19]([O:37][CH2:36][CH2:35][CH2:34][CH2:33][OH:38])[N:18]=[C:17]([CH3:31])[N:16]=2)(=[O:13])=[O:12])=[CH:7][CH:6]=1)([CH3:4])([CH3:3])[CH3:2] |^1:31|. Starting materials: C(C)(=O)NCCCCN1CCN(CC1)C(=O)OCC (ethyl 4-(4-acetamidobutyl)-piperazine-1-carboxylate), C([O-])([O-])=O.[K+].[K+] (potassium carbonate). Solvent: Cl (hydrochloric acid), O (water). Yields the product NCCCCN1CCN(CC1)C(=O)OCC (ethyl 4-(4-aminobutyl)-piperazine-1-carboxylate). Isolated yield 78.9%. RXN SMILES: C([NH:4][CH2:5][CH2:6][CH2:7][CH2:8][N:9]1[CH2:14][CH2:13][N:12]([C:15]([O:17][CH2:18][CH3:19])=[O:16])[CH2:11][CH2:10]1)(=O)C.C(=O)([O-])[O-].[K+].[K+]>Cl.O>[NH2:4][CH2:5][CH2:6][CH2:7][CH2:8][N:9]1[CH2:10][CH2:11][N:12]([C:15]([O:17][CH2:18][CH3:19])=[O:16])[CH2:13][CH2:14]1 |f:1.2.3|. Procedure: 6 g of ethyl 4-(4-acetamidobutyl)-piperazine-1-carboxylate were dissolved in a mixture of 12 ml of conc. hydrochloric acid and 24 ml of water and the solution was refluxed for 5 hours. The solution was then cooled to room temperature and made alkaline with potassium carbonate. The mixture was extracted 3 times with 100 ml of chloroform and the combined extracts were dried over MgSO4 and evaporated to dryness to obtain 4 g (79% yield) of ethyl 4-(4-aminobutyl)-piperazine-1-carboxylate in the form... The reactants are Cc1cc(Br)cc(C)c1OCCCCCCCBr, C[O-], CO, [Na+]. The product is COCCCCCCCOc1c(C)cc(Br)cc1C. Reaction SMILES: [Br:1][c:2]1[cH:3][c:4]([CH3:18])[c:5]([O:9][CH2:10][CH2:11][CH2:12][CH2:13][CH2:14][CH2:15][CH2:16][Br:17])[c:6]([CH3:8])[cH:7]1.[CH3:19][O-:20].[CH3:22][OH:23].[Na+:21]>>[Br:1][c:2]1[cH:3][c:4]([CH3:18])[c:5]([O:9][CH2:10][CH2:11][CH2:12][CH2:13][CH2:14][CH2:15][CH2:16][O:20][CH3:19])[c:6]([CH3:8])[cH:7]1. Starting materials: CCCCP(CCCC)CCCC, CCOC(=O)C(Cc1ccc(O)cc1)OCC, O=C(N=NC(=O)N1CCCCC1)N1CCCCC1, OCC=Cc1ccc2ccccc2c1, c1ccccc1. The product is CCOC(=O)C(Cc1ccc(OCC=Cc2ccc3ccccc3c2)cc1)OCC. As a reaction SMILES: [CH2:15]([P:16]([CH2:17][CH2:18][CH2:19][CH3:20])[CH2:21][CH2:22][CH2:23][CH3:24])[CH2:25][CH2:26][CH3:27].[CH2:28]([CH3:29])[O:30][C:31]([CH:32]([CH2:33][c:34]1[cH:35][cH:36][c:37]([OH:40])[cH:38][cH:39]1)[O:41][CH2:42][CH3:43])=[O:44].[N:45]([C:46]([N:47]1[CH2:48][CH2:49][CH2:50][CH2:51][CH2:52]1)=[O:53])=[N:54][C:55]([N:56]1[CH2:57][CH2:58][CH2:59][CH2:60][CH2:61]1)=[O:62].[cH:1]1[c:2]([CH:11]=[CH:12][CH2:13][OH:14])[cH:3][cH:4][c:5]2[cH:6][cH:7][cH:8][cH:9][c:10]12.[cH:63]1[cH:64][cH:65][cH:66][cH:67][cH:68]1>>[cH:1]1[c:2]([CH:11]=[CH:12][CH2:13][O:14][c:37]2[cH:36][cH:35][c:34]([CH2:33][CH:32]([C:31]([O:30][CH2:28][CH3:29])=[O:44])[O:41][CH2:42][CH3:43])[cH:39][cH:38]2)[cH:3][cH:4][c:5]2[cH:6][cH:7][cH:8][cH:9][c:10]12. As a reaction SMILES: [CH2:1]([CH3:2])[O:3][C:4]([CH2:5][O:6][c:7]1[c:8]([CH3:39])[cH:9][c:10]([S:13][c:14]2[cH:15][c:16]([O:29][CH2:30][CH2:31][c:32]3[cH:33][cH:34][c:35]([Cl:38])[cH:36][cH:37]3)[cH:17][c:18]([C:20]#[C:21][CH2:22][N:23]3[CH2:24][CH2:25][O:26][CH2:27][CH2:28]3)[cH:19]2)[cH:11][cH:12]1)=[O:40].[CH3:44][CH2:45][OH:46].[ClH:43].[Na+:42].[OH-:41]>>[O:3]=[C:4]([CH2:5][O:6][c:7]1[c:8]([CH3:39])[cH:9][c:10]([S:13][c:14]2[cH:15][c:16]([O:29][CH2:30][CH2:31][c:32]3[cH:33][cH:34][c:35]([Cl:38])[cH:36][cH:37]3)[cH:17][c:18]([C:20]#[C:21][CH2:22][N:23]3[CH2:24][CH2:25][O:26][CH2:27][CH2:28]3)[cH:19]2)[cH:11][cH:12]1)[OH:40]. Starting materials: CCOC(=O)COc1ccc(Sc2cc(C#CCN3CCOCC3)cc(OCCc3ccc(Cl)cc3)c2)cc1C, CCO, Cl, [Na+], [OH-]. Yields the product Cc1cc(Sc2cc(C#CCN3CCOCC3)cc(OCCc3ccc(Cl)cc3)c2)ccc1OCC(=O)O. Starting materials: NC[C@H](CP(OCC(C)C)(=O)C)O (isobutyl P-[3-amino-2(R)-hydroxy-propyl]-P-methyl-phosphinate). Run in Cl (hydrochloric acid). Yields the product NC[C@H](CP(O)(=O)C)O (P-[3-amino-2(R)-hydroxy-propyl]-P-methyl-phosphinic acid). RXN SMILES: [NH2:1][CH2:2][C@@H:3]([OH:13])[CH2:4][P:5]([CH3:12])(=[O:11])[O:6]CC(C)C>Cl>[NH2:1][CH2:2][C@@H:3]([OH:13])[CH2:4][P:5]([CH3:12])(=[O:6])[OH:11]. Procedure: A solution of 1.6 g of isobutyl P-[3-amino-2(R)-hydroxy-propyl]-P-methyl-phosphinate in 20 ml of 36% aqueous hydrochloric acid is heated to reflux for a period of 12 hours. The reaction mixture is then allowed to cool to room temperature, concentrated under reduced pressure, and co-evaporated four times with 25 ml of water. The crude material is dissolved in water, washed with ether and the aqueous layer is treated with activated charcoal. The solution is filtered hot, the filtrate is concentrat...